The task is: describe an organic reaction: reactants, conditions, products, and yield. This data is from the Open Reaction Database (ORD), a public repository of structured organic reaction records. Reactants: COC(CCC1=CC=C(C=C1)OC)=O (3-(4-methoxyphenyl)propionic acid methyl ester), II (iodine). Reagents/catalysts: S(=O)(=O)([O-])[O-].[Ag+2] (silver sulfate). Solvent: CO (methanol). Run at time 1 hour. Yields the product IC=1C=C(C=CC1OC)CCC(=O)OC (methyl 3-(3-iodo-4-methoxyphenyl)propanoate). Yield: 94.0%. RXN SMILES: [CH3:1][O:2][C:3](=[O:14])[CH2:4][CH2:5][C:6]1[CH:11]=[CH:10][C:9]([O:12][CH3:13])=[CH:8][CH:7]=1.[I:15]I>CO.S([O-])([O-])(=O)=O.[Ag+2]>[I:15][C:8]1[CH:7]=[C:6]([CH2:5][CH2:4][C:3]([O:2][CH3:1])=[O:14])[CH:11]=[CH:10][C:9]=1[O:12][CH3:13] |f:3.4|. Procedure details: A 3-neck 5 L RBF equipped with mechanical stirrer, thermometer, and a nitrogen bubbler, was charged with 3-(4-methoxyphenyl)propionic acid methyl ester (100 g, 515 mmol), silver sulfate (161 g, 515 mmol) and iodine (131 g, 515 mmol) in methanol (2 L). The reaction mixture was stirred vigorously at room temperature for 1 hour. The reaction was filtered through Solka-Floc® (ethyl acetate wash). The filtrate was concentrated and the residue was taken up in ethyl acetate (4 L). The organic was washe... Reactants: CC(C)(C)OC(=O)N1CCC(N)CC1, CN(C)C=O, O=S(Cl)Cl, Sc1nc2cccnc2o1. Yields the product CC(C)(C)OC(=O)N1CCC(Nc2nc3cccnc3o2)CC1. As a reaction SMILES: [C:15]([CH3:16])([CH3:17])([CH3:18])[O:19][C:20](=[O:21])[N:22]1[CH2:23][CH2:24][CH:25]([NH2:28])[CH2:26][CH2:27]1.[O:29]=[CH:30][N:31]([CH3:32])[CH3:33].[S:11]([Cl:12])([Cl:13])=[O:14].[n:1]1[c:2]([SH:10])[o:3][c:4]2[n:5][cH:6][cH:7][cH:8][c:9]12>>[n:1]1[c:2]([NH:28][CH:25]2[CH2:24][CH2:23][N:22]([C:20]([O:19][C:15]([CH3:16])([CH3:17])[CH3:18])=[O:21])[CH2:27][CH2:26]2)[o:3][c:4]2[n:5][cH:6][cH:7][cH:8][c:9]12.